Dataset: the Open Reaction Database (ORD), a public repository of structured organic reaction records. Task: describe an organic reaction: reactants, conditions, products, and yield The reactants are COC(=O)C1=NC=CC=C1C(=O)OC (pyridine-2,3-dicarboxylic acid dimethyl ester), [BH4-].[Na+] (sodium borohydride), O.C(C)O (water ethanol), [Cl-].[Ca+2].[Cl-] (calcium chloride). Solvent: C(C)O (ethanol), C(C)O (ethanol), C(C)O (ethanol). Conditions: temperature 5 celsius. Yields the product Cl.OCC1=NC=CC=C1CO ((2-hydroxymethyl-pyridin-3-yl)-methanol hydrogen chloride). As a reaction SMILES: C[O:2][C:3]([C:5]1[C:10]([C:11](OC)=[O:12])=[CH:9][CH:8]=[CH:7][N:6]=1)=O.[BH4-].[Na+].[Cl-:17].[Ca+2].[Cl-].O.C(O)C>C(O)C>[ClH:17].[OH:2][CH2:3][C:5]1[C:10]([CH2:11][OH:12])=[CH:9][CH:8]=[CH:7][N:6]=1 |f:1.2,3.4.5,6.7,9.10|. Procedure details: To a solution of pyridine-2,3-dicarboxylic acid dimethyl ester (25.0 g, 128.1 mmol) in ethanol (183 mL) was added sodium borohydride (24.2 g, 640.5 mmol). The resulting mixture was cooled to 5° C. while stirring under argon. A solution of calcium chloride (12.6 g, 113.5 mmol) in ethanol (77 mL) was added dropwise while maintaining a temperature between 10° C. and 15° C. After addition, the resulting mixture was allowed to warm to room temperature over 16 h. A mixture of 4:1 water/ethanol (100 mL... The reactants are 4-(N-ethyl-N-benzyl)-aminobenzaldehyde, CS(=O)(=O)O (methanesulfonic acid), C1(=CC=C(C=C1)S(=O)[O-])C.[Na+] (sodium p-toluenesulfinate), C(C)N(C1=CC(=CC=C1)OCC)CC (N,N-diethyl-3-ethoxyaniline). Yields the product C (methane), CN(C1=CC=C(C=C1)C=1C(=C(C=CC1C)S(=O)(=O)C)C1=CC=C(C=C1)N(C)C)C ([bis(4-dimethylaminophenyl)(4-methylphenylsulfonyl)]methane). As a reaction SMILES: [C:1]1([CH3:10])[CH:6]=[CH:5][C:4](S([O-])=O)=[CH:3][CH:2]=1.[Na+].[CH2:12]([N:14]([CH2:24]C)[C:15]1[CH:20]=[CH:19][CH:18]=[C:17](OCC)[CH:16]=1)C.[CH3:26][S:27]([OH:30])(=O)=[O:28]>>[CH4:1].[CH3:24][N:14]([CH3:12])[C:15]1[CH:16]=[CH:17][C:18]([C:2]2[C:3]([C:18]3[CH:19]=[CH:20][C:15]([N:14]([CH3:24])[CH3:12])=[CH:16][CH:17]=3)=[C:4]([S:27]([CH3:26])(=[O:30])=[O:28])[CH:5]=[CH:6][C:1]=2[CH3:10])=[CH:19][CH:20]=1 |f:0.1|. Procedure: Ten and three tenths grams of 86.4 percent sodium p-toluenesulfinate, 10.7 g of 90.7 percent N,N-diethyl-3-ethoxyaniline and 12 g of 4-(N-ethyl-N-benzyl)-aminobenzaldehyde were interacted in the presence of 18.2 g of 95 percent methanesulfonic acid to obtain a methane of Formula XV wherein R=4--CH3 ; R5 =C2H5O; R6 =N(C2H5)2 ; Q=4--[(C2H5)(C6H5CH2)NC6H4 ], an oil. A significant infrared maximum appeared at 1145 (SO2 ; s) cm-1. The product developed a violet colored image. Starting materials: asparagine amine, C1=CC=C2C(=C1)C=CC(=N2)C(=O)O (2-quinaldic acid), CCN=C=NCCCN(C)C.Cl (EDCl), C=1C=CC2=C(C1)N=NN2O (HOBt). Run in CN(C)C=O (DMF), CN(C)C=O (DMF). Conditions: temperature 0 celsius, time 2 hour. Product: N1=CC=CC2=CC=CC=C12 (quinoline). Yield: 319.5%. Reaction SMILES: [CH:1]1[CH:6]=[C:5]2[CH:7]=[CH:8][C:9](C(O)=O)=[N:10][C:4]2=[CH:3][CH:2]=1.C1C=CC2N(O)N=NC=2C=1.CCN=C=NCCCN(C)C.Cl>CN(C=O)C>[N:10]1[C:4]2[C:5](=[CH:6][CH:1]=[CH:2][CH:3]=2)[CH:7]=[CH:8][CH:9]=1 |f:2.3|. Procedure details: A 100 ml RBF equipped with magnetic stir bar and N2 inlet was charged with 356 mg (2.06 mmol, 1 eq) 2-quinaldic acid in 10 ml dry DMF. The solution was cooled to 0° C. and 415 mg (3.07 mmol, 1.5 eq) HOBt was added followed by 415 mg EDCl (2.16 mmol, 1.05 eq). The reaction was stirred 2 hours at 0° C. when 1.1 g (2.06 mmol, 1 eq) of free asparagine amine in 10 ml dry DMF was added. The reaction was stirred at 0° C. for 2 hours then room temperature overnight. The reaction was poured into sat. bic... The reactants are CN(C)C=O, CCOC(=O)c1cc2c(Cl)cc(O)cc2n1C, O=Cc1ccc(F)cc1, [H-], [Na+], O. Product: CCOC(=O)c1cc2c(Cl)cc(Oc3ccc(C=O)cc3)cc2n1C. As a reaction SMILES: [CH3:20][N:21]([CH3:22])[CH:23]=[O:24].[Cl:1][c:2]1[c:3]2[cH:4][c:5]([C:13](=[O:14])[O:15][CH2:16][CH3:17])[n:6]([CH3:12])[c:7]2[cH:8][c:9]([OH:11])[cH:10]1.[F:25][c:26]1[cH:27][cH:28][c:29]([CH:30]=[O:31])[cH:32][cH:33]1.[H-:18].[Na+:19].[OH2:34]>>[Cl:1][c:2]1[c:3]2[cH:4][c:5]([C:13](=[O:14])[O:15][CH2:16][CH3:17])[n:6]([CH3:12])[c:7]2[cH:8][c:9]([O:11][c:26]2[cH:27][cH:28][c:29]([CH:30]=[O:31])[cH:32][cH:33]2)[cH:10]1. Starting materials: ClC=1C=CC(=C(C1)S(=O)(=O)N1CCCC2=CC=C(C=C12)C(=O)NC1=CC(=C(C(=O)O)C=C1)F)OC (4-{[1-(5-Chloro-2-methoxy-benzenesulfonyl)-1,2,3,4-tetrahydro-quinoline-7-carbonyl]-amino}-2-fluoro-benzoic acid), ClC=1C=CC(=C(C1)S(=O)(=O)Cl)OC (5-chloro-2-methoxy-benzenesulfonyl chloride). RXN SMILES: [Cl:1][C:2]1[CH:3]=[CH:4][C:5]([O:34][CH3:35])=[C:6]([S:8]([N:11]2[C:20]3[C:15](=[CH:16][CH:17]=[C:18]([C:21]([NH:23][C:24]4[CH:32]=[CH:31][C:27]([C:28]([OH:30])=[O:29])=[C:26]([F:33])[CH:25]=4)=[O:22])[CH:19]=3)[CH2:14][CH2:13][CH2:12]2)(=[O:10])=[O:9])[CH:7]=1.Cl[C:37]1C=CC(OC)=C(S(Cl)(=O)=O)[CH:42]=1>>[CH2:37]([O:29][C:28](=[O:30])[C:27]1[CH:31]=[CH:32][C:24]([NH:23][C:21]([C:18]2[CH:19]=[C:20]3[C:15]([CH2:14][CH2:13][CH2:12][N:11]3[S:8]([C:6]3[CH:7]=[C:2]([Cl:1])[CH:3]=[CH:4][C:5]=3[O:34][CH3:35])(=[O:10])=[O:9])=[CH:16][CH:17]=2)=[O:22])=[CH:25][C:26]=1[F:33])[CH3:42]. The product is C(C)OC(C1=C(C=C(C=C1)NC(=O)C1=CC=C2CCCN(C2=C1)S(=O)(=O)C1=C(C=CC(=C1)Cl)OC)F)=O (4-{[1-(5-chloro-2-methoxy-benzenesulfonyl)-1,2,3,4-tetrahydro-quinoline-7-carbonyl]-amino}-2-fluoro-benzoic acid ethyl ester). Procedure details: 4-{[1-(5-Chloro-2-methoxy-benzenesulfonyl)-1,2,3,4-tetrahydro-quinoline-7-carbonyl]-amino}-2-fluoro-benzoic acid, m/z (ES+): 519.26 (M+H+.), was prepared in analogy to example 48, steps 1 to 5. Step 4 was performed using 5-chloro-2-methoxy-benzenesulfonyl chloride, yielding 4-{[1-(5-chloro-2-methoxy-benzenesulfonyl)-1,2,3,4-tetrahydro-quinoline-7-carbonyl]-amino}-2-fluoro-benzoic acid ethyl ester, which was hydrolyzed in step 5. The reactants are COc1cccc2sc(C(=O)C3CCNCC3)nc12, CCN(C(C)C)C(C)C, O=C1COc2ccc(C(=O)CCl)cc2N1, CN(C)C=O. The product is COc1cccc2sc(C(=O)C3CCN(CC(=O)c4ccc5c(c4)NC(=O)CO5)CC3)nc12. RXN SMILES: [CH3:1][O:2][c:3]1[cH:4][cH:5][cH:6][c:7]2[c:8]1[n:9][c:10]([C:12](=[O:13])[CH:14]1[CH2:15][CH2:16][NH:17][CH2:18][CH2:19]1)[s:11]2.[CH:35]([N:36]([CH2:37][CH3:38])[CH:39]([CH3:40])[CH3:41])([CH3:42])[CH3:43].[Cl:20][CH2:21][C:22](=[O:23])[c:24]1[cH:25][cH:26][c:27]2[c:28]([cH:34]1)[NH:29][C:30](=[O:33])[CH2:31][O:32]2.[O:44]=[CH:45][N:46]([CH3:47])[CH3:48]>>[CH3:1][O:2][c:3]1[cH:4][cH:5][cH:6][c:7]2[c:8]1[n:9][c:10]([C:12](=[O:13])[CH:14]1[CH2:15][CH2:16][N:17]([CH2:21][C:22](=[O:23])[c:24]3[cH:25][cH:26][c:27]4[c:28]([cH:34]3)[NH:29][C:30](=[O:33])[CH2:31][O:32]4)[CH2:18][CH2:19]1)[s:11]2. Reactants: COc1cc(C(C)=O)cc(OC)c1OC, O=Cc1c[nH]c2cc(C(F)(F)F)ccc12. Yields the product COc1cc(C(=O)C=Cc2c[nH]c3cc(C(F)(F)F)ccc23)cc(OC)c1OC. RXN SMILES: [CH3:1][O:2][c:3]1[cH:4][c:5]([C:13]([CH3:14])=[O:15])[cH:6][c:7]([O:11][CH3:12])[c:8]1[O:9][CH3:10].[F:16][C:17]([c:18]1[cH:19][cH:20][c:21]2[c:22]([CH:27]=[O:28])[cH:23][nH:24][c:25]2[cH:26]1)([F:29])[F:30]>>[CH3:1][O:2][c:3]1[cH:4][c:5]([C:13]([CH:14]=[CH:27][c:22]2[c:21]3[cH:20][cH:19][c:18]([C:17]([F:16])([F:29])[F:30])[cH:26][c:25]3[nH:24][cH:23]2)=[O:15])[cH:6][c:7]([O:11][CH3:12])[c:8]1[O:9][CH3:10].